This data is from the Open Reaction Database (ORD), a public repository of structured organic reaction records. The task is: describe an organic reaction: reactants, conditions, products, and yield Reactants: C1CCOC1, C#C[Si](C)(C)C, OCc1cc(I)c(O)c(Cl)n1, ClC(Cl)Cl, [I-]. Product: C[Si](C)(C)C#Cc1cc(CO)nc(Cl)c1O. As a reaction SMILES: [CH2:19]1[O:20][CH2:21][CH2:22][CH2:23]1.[CH3:12][Si:13]([CH3:14])([CH3:15])[C:16]#[CH:17].[Cl:1][c:2]1[n:3][c:4]([CH2:10][OH:11])[cH:5][c:6]([I:9])[c:7]1[OH:8].[Cl:24][CH:25]([Cl:26])[Cl:27].[I-:18]>>[Cl:1][c:2]1[n:3][c:4]([CH2:10][OH:11])[cH:5][c:6]([C:17]#[C:16][Si:13]([CH3:12])([CH3:14])[CH3:15])[c:7]1[OH:8]. Starting materials: [N+](=[N-])=C (diazomethane), FC1=C(C=C(C(=O)OCC)C=C1)C=C (ethyl 4-fluoro-3-vinylbenzoate). Reagents/catalysts: C(C)(=O)[O-].[Pd+2].C(C)(=O)[O-] (palladium (II) acetate). The solvent is CCOCC (ether), CCOCC (ether). Conditions: time 8 hour. The product is C1(CC1)C=1C=C(C(=O)OCC)C=CC1F (Ethyl 3-cyclopropyl-4-fluorobenzoate). Yield: 99.1%. RXN SMILES: [F:1][C:2]1[CH:12]=[CH:11][C:5]([C:6]([O:8][CH2:9][CH3:10])=[O:7])=[CH:4][C:3]=1[CH:13]=[CH2:14].[N+](=[CH2:17])=[N-]>CCOCC.C([O-])(=O)C.[Pd+2].C([O-])(=O)C>[CH:13]1([C:3]2[CH:4]=[C:5]([CH:11]=[CH:12][C:2]=2[F:1])[C:6]([O:8][CH2:9][CH3:10])=[O:7])[CH2:17][CH2:14]1 |f:3.4.5|. Procedure details: To a mixture of ethyl 4-fluoro-3-vinylbenzoate (Preparation 54, 48 g, 0.25 mol, 1 eq) and palladium (II) acetate (2.5 g, 10 mmol, 0.4 eq) in ether (300 mL) was added diazomethane in ether (1.5 mol, 6.0 eq). Then the mixture was stirred at room temperature overnight. The reaction was quenched with a solution of AcOH (75 mL) in water (100 mL). The mixture was filtrated and the filtrate was added saturated solution of sodium carbonate until pH=10. The organic phase was washed with brine (200 mL) an... The reactants are ClC=1C=CC(=NC1)NC(=O)C1=C(C2=NC(=CC=C2O1)C(=O)O)NC(CCCCN1C(COCC1)=O)=O (2-{[(5-Chloropyridin-2-yl)amino]carbonyl}-3-{[5-(3-oxomorpholin-4-yl)pentanoyl]amino}furo[3,2-b]pyridine-5-carboxylic acid), COCCNC (N-(2-methoxyethyl)methylamine). Product: ClC=1C=CC(=NC1)NC(=O)C1=C(C2=NC(=CC=C2O1)C(=O)N(C)CCOC)NC(CCCCN1C(COCC1)=O)=O (N2-(5-Chloropyridin-2-yl)-N5-(methoxyethyl)-N5-methyl-3-{[5-(3-oxomorpholin-4-yl)pentanoyl]amino}furo[3,2-b]pyridine-2,5-dicarboxamide). The yield is 75.0%. Reaction SMILES: [Cl:1][C:2]1[CH:3]=[CH:4][C:5]([NH:8][C:9]([C:11]2[O:19][C:18]3[C:13](=[N:14][C:15]([C:20]([OH:22])=O)=[CH:16][CH:17]=3)[C:12]=2[NH:23][C:24](=[O:36])[CH2:25][CH2:26][CH2:27][CH2:28][N:29]2[CH2:34][CH2:33][O:32][CH2:31][C:30]2=[O:35])=[O:10])=[N:6][CH:7]=1.[CH3:37][O:38][CH2:39][CH2:40][NH:41][CH3:42]>>[Cl:1][C:2]1[CH:3]=[CH:4][C:5]([NH:8][C:9]([C:11]2[O:19][C:18]3[C:13](=[N:14][C:15]([C:20]([N:41]([CH2:40][CH2:39][O:38][CH3:37])[CH3:42])=[O:22])=[CH:16][CH:17]=3)[C:12]=2[NH:23][C:24](=[O:36])[CH2:25][CH2:26][CH2:27][CH2:28][N:29]2[CH2:34][CH2:33][O:32][CH2:31][C:30]2=[O:35])=[O:10])=[N:6][CH:7]=1. Reported procedure: 2-{[(5-Chloropyridin-2-yl)amino]carbonyl}-3-{[5-(3-oxomorpholin-4-yl)pentanoyl]amino}furo[3,2-b]pyridine-5-carboxylic acid (82 mg) obtained in Example 139 and N-(2-methoxyethyl)methylamine (28 mg) are treated in a similar manner to Example 85 to give the title compound (70 mg).